describe an organic reaction: reactants, conditions, products, and yield From a dataset of the Open Reaction Database (ORD), a public repository of structured organic reaction records. Starting materials: CC(C)(C)[O-], CC(C)(C)O, COc1cccc(OC)c1C=C(Cl)C(F)(F)F, [K+]. The product is COc1cccc(OC)c1C#CC(F)(F)F. Reaction SMILES: [C:1]([O-:2])([CH3:3])([CH3:4])[CH3:5].[C:24]([OH:25])([CH3:26])([CH3:27])[CH3:28].[CH3:7][O:8][c:9]1[c:10]([CH:17]=[C:18]([C:19]([F:20])([F:21])[F:22])[Cl:23])[c:11]([O:15][CH3:16])[cH:12][cH:13][cH:14]1.[K+:6]>>[CH3:7][O:8][c:9]1[c:10]([C:17]#[C:18][C:19]([F:20])([F:21])[F:22])[c:11]([O:15][CH3:16])[cH:12][cH:13][cH:14]1. Starting materials: NC1=NC=CC(=C1)C(=O)C1=NC=C(C=C1N(S(=O)(=O)C1=CC(=C(C=C1)C)C(F)(F)F)COC)Cl (N-[2-(2-amino-pyridine-4-carbonyl)-5-chloro-pyridin-3-yl]-N-methoxymethyl-4-methyl-3-trifluoromethyl-benzenesulfonamide), CS(=O)(=O)Cl (methanesulfonyl chloride). Run in N1=CC=CC=C1 (pyridine). Run at temperature 50 celsius, time 2.5 hour. Product: ClC=1C=C(C(=NC1)C(=O)C1=CC(=NC=C1)NS(=O)(=O)C)NS(=O)(=O)C1=CC(=C(C=C1)C)C(F)(F)F (N-[5-Chloro-2-(2-methanesulfonylamino-pyridine-4-carbonyl)-pyridin-3-yl]-4-methyl-3-trifluoromethyl-benzenesulfonamide). RXN SMILES: [NH2:1][C:2]1[CH:7]=[C:6]([C:8]([C:10]2[C:15]([N:16](COC)[S:17]([C:20]3[CH:25]=[CH:24][C:23]([CH3:26])=[C:22]([C:27]([F:30])([F:29])[F:28])[CH:21]=3)(=[O:19])=[O:18])=[CH:14][C:13]([Cl:34])=[CH:12][N:11]=2)=[O:9])[CH:5]=[CH:4][N:3]=1.[CH3:35][S:36](Cl)(=[O:38])=[O:37]>N1C=CC=CC=1>[Cl:34][C:13]1[CH:14]=[C:15]([NH:16][S:17]([C:20]2[CH:25]=[CH:24][C:23]([CH3:26])=[C:22]([C:27]([F:30])([F:29])[F:28])[CH:21]=2)(=[O:19])=[O:18])[C:10]([C:8]([C:6]2[CH:5]=[CH:4][N:3]=[C:2]([NH:1][S:36]([CH3:35])(=[O:38])=[O:37])[CH:7]=2)=[O:9])=[N:11][CH:12]=1. Procedure details: To a solution of N-[2-(2-amino-pyridine-4-carbonyl)-5-chloro-pyridin-3-yl]-N-methoxymethyl-4-methyl-3-trifluoromethyl-benzenesulfonamide (140 mg, 0.272 mmol) in pyridine (0.75 mL) was added methanesulfonyl chloride (0.042 mL, 0.544 mmol). The reaction was warmed to 50° C. and stirred 2.5 h. The resultant mixture was quenched with 10% HCl, diluted with EtOAc, and the organic layer washed with 10% HCl and saturated sodium bicarbonate. The combined organics were dried with sodium sulfate, concentra... Reactants: II (iodine), [Cl-].[NH4+] (ammonium chloride), C(C)(C)(C)OC(NC1=C(C=CC=C1)F)=O ((2-fluoro-phenyl)-carbamic acid tert-butyl ester), C(C)(C)(C)[Li] (tert-butyllithium). Solvent: C1CCOC1 (THF), C1CCOC1 (THF). Run at temperature -78 celsius, time 1 hour. Product: C(C)(C)(C)OC(NC1=C(C=CC=C1I)F)=O ((2-fluoro-6-iodo-phenyl)-carbamic acid tert-butyl ester). The yield is 64.4%. Reaction SMILES: [C:1]([O:5][C:6](=[O:15])[NH:7][C:8]1[CH:13]=[CH:12][CH:11]=[CH:10][C:9]=1[F:14])([CH3:4])([CH3:3])[CH3:2].C([Li])(C)(C)C.[I:21]I.[Cl-].[NH4+]>C1COCC1>[C:1]([O:5][C:6](=[O:15])[NH:7][C:8]1[C:13]([I:21])=[CH:12][CH:11]=[CH:10][C:9]=1[F:14])([CH3:4])([CH3:2])[CH3:3] |f:3.4|. Procedure details: To a cooled (−78° C.) solution of (2-fluoro-phenyl)-carbamic acid tert-butyl ester (38.0 g, 180 mmol) in THF (700 mL) under nitrogen was added tert-butyllithium (1.7 M, 240 mL, 408 mmol). The mixture was stirred for 1 h at −78° C. and then a solution of iodine (60.8 g, 240 mmol) in THF (150 mL) was added slowly. The reaction mixture was stirred for further 1 h. Saturated aqueous ammonium chloride (100 mL) was added slowly and the mixture was warmed to RT. The layers were separated and the aqueou... Reactants: CC(OC1OCC2CN(Cc3ccccc3)CC2C1c1ccc(F)cc1)c1cc(C(F)(F)F)cc(C(F)(F)F)c1, CCO, [H][H], [OH-], [OH-], [Pd+2]. Yields the product CC(OC1OCC2CNCC2C1c1ccc(F)cc1)c1cc(C(F)(F)F)cc(C(F)(F)F)c1. RXN SMILES: [CH2:1]([c:2]1[cH:3][cH:4][cH:5][cH:6][cH:7]1)[N:8]1[CH2:9][CH:10]2[CH:11]([CH2:12]1)[CH:13]([c:34]1[cH:35][cH:36][c:37]([F:40])[cH:38][cH:39]1)[CH:14]([O:17][CH:18]([CH3:19])[c:20]1[cH:21][c:22]([C:30]([F:31])([F:32])[F:33])[cH:23][c:24]([C:26]([F:27])([F:28])[F:29])[cH:25]1)[O:15][CH2:16]2.[CH3:43][CH2:44][OH:45].[H:41][H:42].[OH-:46].[OH-:47].[Pd+2:48]>>[NH:8]1[CH2:9][CH:10]2[CH:11]([CH2:12]1)[CH:13]([c:34]1[cH:35][cH:36][c:37]([F:40])[cH:38][cH:39]1)[CH:14]([O:17][CH:18]([CH3:19])[c:20]1[cH:21][c:22]([C:30]([F:31])([F:32])[F:33])[cH:23][c:24]([C:26]([F:27])([F:28])[F:29])[cH:25]1)[O:15][CH2:16]2. Reactants: C(C)(C)(C)C1=NN(C(=C1)NC(=O)N[C@H]1CC[C@H](C2=CC=CC=C12)OC=1C=CC=2N(C1)C(=NN2)N2[C@H](CCC2)C)C=2C=CC(=C(OCCOS(=O)(=O)C)C2)Cl (Methanesulfonic acid 2-{5-[3-tert-butyl-5-(3-{(1S,4R)-4-[3-((S)-2-methyl-pyrrolidin-1-yl)-[1,2,4]triazolo[4,3-a]pyridin-6-yloxy]-1,2,3,4-tetrahydro-naphthalen-1-yl}-ureido)-pyrazol-1-yl]-2-chloro-phenoxy}-ethyl ester), CNC (dimethylamine), C1CCOC1 (THF). Product: C(=O)O.C(C)(C)(C)C=1C=C(N(N1)C1=CC(=C(C=C1)Cl)OCCN(C)C)NC(=O)N[C@H]1CC[C@H](C2=CC=CC=C12)OC=1C=CC=2N(C1)C(=NN2)N2[C@H](CCC2)C (1-{5-tert-Butyl-2-[4-chloro-3-(2-dimethylamino-ethoxy)-phenyl]-2H-pyrazol-3-yl}-3-{(1S,4R)-4-[3-((S)-2-methyl-pyrrolidin-1-yl)-[1,2,4]triazolo[4,3-a]pyridin-6-yloxy]-1,2,3,4-tetrahydro-naphthalen-1-yl}-urea formate salt). Isolated yield 38.0%. As a reaction SMILES: [C:1]([C:5]1[CH:9]=[C:8]([NH:10][C:11]([NH:13][C@@H:14]2[C:23]3[C:18](=[CH:19][CH:20]=[CH:21][CH:22]=3)[C@H:17]([O:24][C:25]3[CH:26]=[CH:27][C:28]4[N:29]([C:31]([N:34]5[CH2:38][CH2:37][CH2:36][C@@H:35]5[CH3:39])=[N:32][N:33]=4)[CH:30]=3)[CH2:16][CH2:15]2)=[O:12])[N:7]([C:40]2[CH:41]=[CH:42][C:43]([Cl:54])=[C:44]([CH:53]=2)[O:45][CH2:46][CH2:47][O:48]S(C)(=O)=O)[N:6]=1)([CH3:4])([CH3:3])[CH3:2].[CH3:55][NH:56][CH3:57].C1C[O:61]CC1>>[CH:47]([OH:48])=[O:61].[C:1]([C:5]1[CH:9]=[C:8]([NH:10][C:11]([NH:13][C@@H:14]2[C:23]3[C:18](=[CH:19][CH:20]=[CH:21][CH:22]=3)[C@H:17]([O:24][C:25]3[CH:26]=[CH:27][C:28]4[N:29]([C:31]([N:34]5[CH2:38][CH2:37][CH2:36][C@@H:35]5[CH3:39])=[N:32][N:33]=4)[CH:30]=3)[CH2:16][CH2:15]2)=[O:12])[N:7]([C:40]2[CH:41]=[CH:42][C:43]([Cl:54])=[C:44]([O:45][CH2:46][CH2:47][N:56]([CH3:57])[CH3:55])[CH:53]=2)[N:6]=1)([CH3:4])([CH3:3])[CH3:2] |f:3.4|. Reported procedure: A solution of Intermediate 78e (44 mg, 0.057 mmol) and dimethylamine (2M in THF, 0.57 mL, 1.14 mmol) in THF (1 mL) was heated at 60° C. for 18 h. The reaction mixture was cooled to RT and the solvent was removed under a stream of air, to leave a residue which was purified by MDAP (Method 7), to afford the title compound (16 mg, 38%). LCMS (Method 5): Rt: 3.42 min, m/z 726.5 [MH+]. 1H NMR (400 MHz, d6-DMSO): 1.10 (3H, d, J=6.2 Hz), 1.28 (9H, s), 1.54-1.65 (1H, m), 1.78-1.95 (3H, m), 1.95-2.08 (2H...